From a dataset of the Open Reaction Database (ORD), a public repository of structured organic reaction records. describe an organic reaction: reactants, conditions, products, and yield Reactants: CCOC(=O)C(CCCC1OCCO1)P(=O)(OCC)OCC, C1CCOC1, COc1cc(C=O)ccc1-n1cnc(C)c1, CCO, CCOC(C)=O, [Li+], [OH-], O, O. Yields the product CCOC(=O)C(=Cc1ccc(-n2cnc(C)c2)c(OC)c1)CCCC1OCCO1. As a reaction SMILES: [CH2:17]([CH3:18])[O:19][C:20]([CH:21]([CH2:22][CH2:23][CH2:24][CH:25]1[O:26][CH2:27][CH2:28][O:29]1)[P:30]([O:31][CH2:32][CH3:33])([O:34][CH2:35][CH3:36])=[O:37])=[O:38].[CH2:43]1[O:44][CH2:45][CH2:46][CH2:47]1.[CH3:1][O:2][c:3]1[cH:4][c:5]([CH:6]=[O:7])[cH:8][cH:9][c:10]1-[n:11]1[cH:12][n:13][c:14]([CH3:16])[cH:15]1.[CH3:48][CH2:49][OH:50].[CH3:51][CH2:52][O:53][C:54](=[O:55])[CH3:56].[Li+:41].[OH-:40].[OH2:39].[OH2:42]>>[CH3:1][O:2][c:3]1[cH:4][c:5]([CH:6]=[C:21]([C:20]([O:19][CH2:17][CH3:18])=[O:38])[CH2:22][CH2:23][CH2:24][CH:25]2[O:26][CH2:27][CH2:28][O:29]2)[cH:8][cH:9][c:10]1-[n:11]1[cH:12][n:13][c:14]([CH3:16])[cH:15]1. Reactants: CCOC(=O)C1(COc2ccc(-c3ccc(F)cc3)cc2)CCNC1, COc1cccc(N=C=O)c1. Product: CCOC(=O)C1(COc2ccc(-c3ccc(F)cc3)cc2)CCN(C(=O)Nc2cccc(OC)c2)C1. As a reaction SMILES: [CH2:12]([CH3:13])[O:14][C:15](=[O:16])[C:17]1([CH2:22][O:23][c:24]2[cH:25][cH:26][c:27](-[c:30]3[cH:31][cH:32][c:33]([F:36])[cH:34][cH:35]3)[cH:28][cH:29]2)[CH2:18][NH:19][CH2:20][CH2:21]1.[CH3:1][O:2][c:3]1[cH:4][c:5]([N:9]=[C:10]=[O:11])[cH:6][cH:7][cH:8]1>>[CH3:1][O:2][c:3]1[cH:4][c:5]([NH:9][C:10](=[O:11])[N:19]2[CH2:18][C:17]([C:15]([O:14][CH2:12][CH3:13])=[O:16])([CH2:22][O:23][c:24]3[cH:25][cH:26][c:27](-[c:30]4[cH:31][cH:32][c:33]([F:36])[cH:34][cH:35]4)[cH:28][cH:29]3)[CH2:21][CH2:20]2)[cH:6][cH:7][cH:8]1. The reactants are CCO, CN(C)S(=O)(=O)c1cccc([N+](=O)[O-])c1Cl, NCCO. The product is CN(C)S(=O)(=O)c1cccc([N+](=O)[O-])c1NCCO. Reaction SMILES: [CH3:21][CH2:22][OH:23].[Cl:1][c:2]1[c:3]([S:11](=[O:12])(=[O:13])[N:14]([CH3:15])[CH3:16])[cH:4][cH:5][cH:6][c:7]1[N+:8](=[O:9])[O-:10].[NH2:17][CH2:18][CH2:19][OH:20]>>[c:2]1([NH:17][CH2:18][CH2:19][OH:20])[c:3]([S:11](=[O:12])(=[O:13])[N:14]([CH3:15])[CH3:16])[cH:4][cH:5][cH:6][c:7]1[N+:8](=[O:9])[O-:10]. The reactants are C1(CCCCCCCCCCC1)=O (Cyclododecanone), NCC1(C2CC3CC(CC1C3)C2)O (2-aminomethyl-2-hydroxyadamantane). Run in C1(=CC=CC=C1)C (toluene). The product is C12(CCCCCCCCCCC1)OC1(CN2)C2CC3CC(CC1C3)C2 (Dispiro[adamantane-2,5'-oxazolidine-2',1"-cyclododecane]). Reaction SMILES: [C:1]1(=[O:13])[CH2:12][CH2:11][CH2:10][CH2:9][CH2:8][CH2:7][CH2:6][CH2:5][CH2:4][CH2:3][CH2:2]1.[NH2:14][CH2:15][C:16]1(O)[CH:23]2[CH2:24][CH:19]3[CH2:20][CH:21]([CH2:25][CH:17]1[CH2:18]3)[CH2:22]2>C1(C)C=CC=CC=1>[C:1]12([NH:14][CH2:15][C:16]3([CH:23]4[CH2:22][CH:21]5[CH2:20][CH:19]([CH2:18][CH:17]3[CH2:25]5)[CH2:24]4)[O:13]1)[CH2:12][CH2:11][CH2:10][CH2:9][CH2:8][CH2:7][CH2:6][CH2:5][CH2:4][CH2:3][CH2:2]2. Procedure: Cyclododecanone (0.91 gram, 5 mmol) was added to a solution of 2-aminomethyl-2-hydroxyadamantane (0.90 gram, 5 mmol) in 30 ml toluene. After the mixture was refluxed (Dean-Stark separator) for 7 hours, the solvent was evaporated leaving derivative VIII as a brown oil which crystallized from isopropanol, Yield--1.08 gram melting point 241°-245° C. (white crystals from isopropanol). The reactants are C1(=CC=CC=C1)P(C1=CC=CC=C1)C1=CC=CC=C1 (triphenylphosphine), BrCC1=CC=C(C(=O)OCC)C=C1 (ethyl 4-bromomethylbenzoate). Solvent: C1=CC=CC=C1 (benzene). Run at time 2 day. Product: [Br-].C(C)OC(=O)C1=CC=C(C[P+](C2=CC=CC=C2)(C2=CC=CC=C2)C2=CC=CC=C2)C=C1 ((4-ethoxycarbonylbenzyl)triphenylphosphonium bromide). The yield is 74.9%. Reaction SMILES: [C:1]1([P:7]([C:14]2[CH:19]=[CH:18][CH:17]=[CH:16][CH:15]=2)[C:8]2[CH:13]=[CH:12][CH:11]=[CH:10][CH:9]=2)[CH:6]=[CH:5][CH:4]=[CH:3][CH:2]=1.[Br:20][CH2:21][C:22]1[CH:32]=[CH:31][C:25]([C:26]([O:28][CH2:29][CH3:30])=[O:27])=[CH:24][CH:23]=1>C1C=CC=CC=1>[Br-:20].[CH2:29]([O:28][C:26]([C:25]1[CH:24]=[CH:23][C:22]([CH2:21][P+:7]([C:1]2[CH:2]=[CH:3][CH:4]=[CH:5][CH:6]=2)([C:8]2[CH:13]=[CH:12][CH:11]=[CH:10][CH:9]=2)[C:14]2[CH:15]=[CH:16][CH:17]=[CH:18][CH:19]=2)=[CH:32][CH:31]=1)=[O:27])[CH3:30] |f:3.4|. Procedure details: A mixture of 16 g of triphenylphosphine, 13.35 g of ethyl 4-bromomethylbenzoate and 50 ml of benzene was stirred at room temperature for 2 days. The precipitate was filtered off, and dried in vacuo to give 20.8 g of (4-ethoxycarbonylbenzyl)triphenylphosphonium bromide.